This data is from the Open Reaction Database (ORD), a public repository of structured organic reaction records. The task is: describe an organic reaction: reactants, conditions, products, and yield Starting materials: CC(=O)C1=CC2=C(C=C1)OCO2 (3,4-(methylenedioxy)acetophenone), solution, C1(CC1)[Mg]Br (cyclopropylmagnesium bromide), C1(CC1)C(C)(O)C1=CC=C(C=C1)Cl (1-Cyclopropyl-1-(4-chlorophenyl)ethanol). The solvent is O1CCCC1 (tetrahydrofuran). Product: O1COC2=C1C=CC(=C2)C(C)(O)C2CC2 (1-(1,3-Benzodioxol-5-yl)-1-cyclopropylethanol). RXN SMILES: [CH3:1][C:2]([C:4]1[CH:9]=[CH:8][C:7]2[O:10][CH2:11][O:12][C:6]=2[CH:5]=1)=[O:3].[CH:13]1([Mg]Br)[CH2:15][CH2:14]1.C1(C(C2C=CC(Cl)=CC=2)(O)C)CC1>O1CCCC1>[O:10]1[C:7]2[CH:8]=[CH:9][C:4]([C:2]([CH:13]3[CH2:15][CH2:14]3)([OH:3])[CH3:1])=[CH:5][C:6]=2[O:12][CH2:11]1. Reported procedure: The title compound was prepared starting from 1.50 g (9.14 mmol) of 3,4-(methylenedioxy)acetophenone and 36.5 ml (18.28 mmol) of a 0.5N solution of cyclopropylmagnesium bromide in tetrahydrofuran in analogy to the synthesis of the compound from Example 138A. 1.32 g (70% of theory) of the title compound were obtained. Reactants: N1C=NC=C1 (imidazole), CC(C)(C)[Si](C)(C)Cl (TBSCl), resultant suspension, FC1=C(C=C(C=C1)F)C1=CC2(N(C(OC2)=O)C1)C1=CC=CC=C1 (6-(2,5-Difluorophenyl)-7a-phenyl-5,7a-dihydro-1H-pyrrolo[1,2-c][1,3]oxazol-3-one), CCOC(=O)C (EtOAc). Run in C(Cl)Cl (CH2Cl2), C(Cl)Cl (CH2Cl2), CCO (EtOH), [OH-].[Na+] (NaOH), [Cl-].[Na+].O (brine). Run at temperature 60 celsius. The product is [Si](C)(C)(C(C)(C)C)OCC1(NCC(=C1)C1=C(C=CC(=C1)F)F)C1=CC=CC=C1 (2-({[tert-Butyl(dimethyl)silyl]oxy}methyl)-4-(2,5-difluorophenyl)-2-phenyl-2,5-dihydro-1H-pyrrole). Reaction SMILES: [F:1][C:2]1[CH:7]=[CH:6][C:5]([F:8])=[CH:4][C:3]=1[C:9]1[CH2:17][N:12]2C(=O)[O:14][CH2:15][C:11]2([C:18]2[CH:23]=[CH:22][CH:21]=[CH:20][CH:19]=2)[CH:10]=1.CCOC(C)=O.N1C=CN=C1.[CH3:35][C:36]([Si:39](Cl)([CH3:41])[CH3:40])([CH3:38])[CH3:37]>CCO.[OH-].[Na+].[Cl-].[Na+].O.C(Cl)Cl>[Si:39]([O:14][CH2:15][C:11]1([C:18]2[CH:23]=[CH:22][CH:21]=[CH:20][CH:19]=2)[CH:10]=[C:9]([C:3]2[CH:4]=[C:5]([F:8])[CH:6]=[CH:7][C:2]=2[F:1])[CH2:17][NH:12]1)([C:36]([CH3:38])([CH3:37])[CH3:35])([CH3:41])[CH3:40] |f:5.6,7.8.9|. Procedure details: A suspension of 1.75 g (5.6 mmol) 1-7 in 15 mL of EtOH and 10 mL of 3 M NaOH was heated at 60° C. for 3 h, cooled to room temperature and dumped into a separatory funnel with EtOAc and brine. The layers were separated, the aqueous phase was extracted twice with EtOAc, the combined organic phases were washed twice with brine, dried over Na2SO4, and concentrated to provide a white solid. To this flask was added 30 mL of CH2Cl2. 1.5 g (22.3 mmol) of imidazole and 1.76 g (11.7 mmol) of TBSCl, and th... The reactants are BrCc1ccccc1, CCCCCC, CN(C)C=O, ClCCl, [H-], [Na+], O=S(c1ccccc1)c1c[nH]c2ccccc12. Yields the product O=S(c1ccccc1)c1cn(Cc2ccccc2)c2ccccc12. RXN SMILES: [Br:25][CH2:26][c:27]1[cH:28][cH:29][cH:30][cH:31][cH:32]1.[CH3:33][CH2:34][CH2:35][CH2:36][CH2:37][CH3:38].[CH3:3][N:4]([CH3:5])[CH:6]=[O:7].[Cl:39][CH2:40][Cl:41].[H-:1].[Na+:2].[c:8]1([S:14](=[O:15])[c:16]2[cH:17][nH:18][c:19]3[cH:20][cH:21][cH:22][cH:23][c:24]23)[cH:9][cH:10][cH:11][cH:12][cH:13]1>>[c:8]1([S:14](=[O:15])[c:16]2[cH:17][n:18]([CH2:26][c:27]3[cH:28][cH:29][cH:30][cH:31][cH:32]3)[c:19]3[cH:20][cH:21][cH:22][cH:23][c:24]23)[cH:9][cH:10][cH:11][cH:12][cH:13]1. Starting materials: [N+](=O)([O-])C1=C(C=CC(=C1)Cl)N=NC1=C(C(=CC(=C1)C(C)(C)C)C(C)(C)C)O (2-nitro-4-chloro-2'-hydroxy-3',5'-di-t-butylazobenzene), C1(=CC=CC=C1)C (toluene), CC(CC)O (2-butanol), C(CCC)N(CCCC)CCCC (tributylamine). The reagents and catalysts are [C].[Pd] (palladium carbon). The solvent is O (water). Yields the product OC1=C(C=C(C=C1C(C)(C)C)C(C)(C)C)N1N=C2C(=N1)C=CC(=C2)Cl (2-(2'-hydroxy-3',5'-di-t-butylphenyl)-5-chlorbenzotriazole). Isolated yield 78.5%. Reaction SMILES: [N+:1]([C:4]1[CH:9]=[C:8]([Cl:10])[CH:7]=[CH:6][C:5]=1[N:11]=[N:12][C:13]1[CH:18]=[C:17]([C:19]([CH3:22])([CH3:21])[CH3:20])[CH:16]=[C:15]([C:23]([CH3:26])([CH3:25])[CH3:24])[C:14]=1[OH:27])([O-])=O.C1(C)C=CC=CC=1.CC(O)CC.C(N(CCCC)CCCC)CCC>[C].[Pd].O>[OH:27][C:14]1[C:15]([C:23]([CH3:26])([CH3:25])[CH3:24])=[CH:16][C:17]([C:19]([CH3:22])([CH3:21])[CH3:20])=[CH:18][C:13]=1[N:12]1[N:11]=[C:5]2[CH:6]=[CH:7][C:8]([Cl:10])=[CH:9][C:4]2=[N:1]1 |f:4.5|. Reported procedure: 39.0 g (0.1 mol) of 2-nitro-4-chloro-2'-hydroxy-3',5'-di-t-butylazobenzene, 0.125 g of 5% palladium carbon, 100 ml of toluene, 60 ml of 2-butanol, 120 ml of water and 7 g of tributylamine were charged into a 500-ml stainless autoclave with an agitator. Reaction was effected in the same manner as that employed in Example 1. After the reaction had been completed, after treatment was performed in the same way as that employed in Example 1 to obtain 28.1 g of 2-(2'-hydroxy-3',5'-di-t-butylphenyl)-5-... Reactants: C(CCCC)OC(CCO)C (3-pentyloxybutanol), CN(C1=CC=CC=C1)C (N,N-dimethylaniline), CCOCC (ether), C(C)(=O)OC1=CC=C(C(=O)Cl)C=C1 (p-acetyloxybenzoic acid chloride). The solvent is O (water). The product is C(C)(=O)OC1=CC=C(C=C1)C(=O)OCCC(C)OCCCCC (4-(3-pentyloxybutoxycarbonyl)phenyl acetate). Yield: 96.7%. RXN SMILES: [CH2:1]([O:6][CH:7]([CH3:11])[CH2:8][CH2:9][OH:10])[CH2:2][CH2:3][CH2:4][CH3:5].CN(C)C1C=CC=CC=1.CCOCC.[C:26]([O:29][C:30]1[CH:38]=[CH:37][C:33]([C:34](Cl)=[O:35])=[CH:32][CH:31]=1)(=[O:28])[CH3:27]>O>[C:26]([O:29][C:30]1[CH:38]=[CH:37][C:33]([C:34]([O:10][CH2:9][CH2:8][CH:7]([O:6][CH2:1][CH2:2][CH2:3][CH2:4][CH3:5])[CH3:11])=[O:35])=[CH:32][CH:31]=1)(=[O:28])[CH3:27]. Procedure details: Separately, 9.0 g of 3-pentyloxybutanol and 6.82 g of N,N-dimethylaniline were added to 20 ml of ether, and under stirring at room temperature, 11.5 g p-acetyloxybenzoic acid chloride was added thereto dropwise. Then, the mixture was heat-refluxed for 3.5 hours. The crystal was dissolved by adding 50 ml of water and extracted with ether. The ether layer was washed successively with 10% H2SO4 aqueous solution and water and dried with anhydrous Na2SO4, followed by distilling-off of the solvent to ... Starting materials: COCC1=NC2=CC=CC=C2C(N1)=O (2-methoxymethylquinazolin-4(3H)-one), [N+](=O)([O-])C=1C=C2C(N(C(=NC2=CC1)CCC)CC1=CC=C(C=C1)C1=C(C=CC=C1)C1=NN=NN1C(C1=CC=CC=C1)(C1=CC=CC=C1)C1=CC=CC=C1)=O (6-nitro-2-n-propyl-3-[(2'-(N-triphenylmethyl-tetrazol-5-yl)-biphen-4-yl)-methyl]-quinazolin-4(3H)-one). Yields the product COCC1=NC2=CC=C(C=C2C(N1CC1=CC=C(C=C1)C1=C(C=CC=C1)C1=NN=NN1C(C1=CC=CC=C1)(C1=CC=CC=C1)C1=CC=CC=C1)=O)[N+](=O)[O-] (2-methoxymethyl-3-[(2'-(N-triphenylmethyl-tetrazol-5-yl)-biphen-4-yl)-methyl]-6-nitroquinazolin-4(3H )-one). As a reaction SMILES: [CH3:1][O:2]CC1NC(=O)C2C(=CC=CC=2)N=1.[N+:15]([C:18]1[CH:19]=[C:20]2[C:25](=[CH:26][CH:27]=1)[N:24]=[C:23]([CH2:28]CC)[N:22]([CH2:31][C:32]1[CH:37]=[CH:36][C:35]([C:38]3[CH:43]=[CH:42][CH:41]=[CH:40][C:39]=3[C:44]3[N:48]([C:49]([C:62]4[CH:67]=[CH:66][CH:65]=[CH:64][CH:63]=4)([C:56]4[CH:61]=[CH:60][CH:59]=[CH:58][CH:57]=4)[C:50]4[CH:55]=[CH:54][CH:53]=[CH:52][CH:51]=4)[N:47]=[N:46][N:45]=3)=[CH:34][CH:33]=1)[C:21]2=[O:68])([O-:17])=[O:16]>>[CH3:1][O:2][CH2:28][C:23]1[N:22]([CH2:31][C:32]2[CH:37]=[CH:36][C:35]([C:38]3[CH:43]=[CH:42][CH:41]=[CH:40][C:39]=3[C:44]3[N:48]([C:49]([C:50]4[CH:51]=[CH:52][CH:53]=[CH:54][CH:55]=4)([C:62]4[CH:67]=[CH:66][CH:65]=[CH:64][CH:63]=4)[C:56]4[CH:57]=[CH:58][CH:59]=[CH:60][CH:61]=4)[N:47]=[N:46][N:45]=3)=[CH:34][CH:33]=2)[C:21](=[O:68])[C:20]2[C:25](=[CH:26][CH:27]=[C:18]([N+:15]([O-:17])=[O:16])[CH:19]=2)[N:24]=1. Procedure: 2-methoxymethylquinazolin-4(3H)-one was alkylated in the same manner as described above for 6-nitro-2-n-propyl-3-[(2'-(N-triphenylmethyl-tetrazol-5-yl)-biphen-4-yl)-methyl]-quinazolin-4(3H)-one to give the title compound. 200 MHz-1H-NMR (CDCl3): 3.43 (s, 3H), 4.36 (s, 2H), 5.46 (bs, 2H), 6.90 (m, 6H), 7.00 (d, 2H, J=8.2 Hz), 7.12 (d, 2H, J=8.2H), 7.19-7.38 (m, 10H), 7.48 (m, 2H), 7.84(d, 1H, J=8.9 Hz), 7.92 (m, 1H), 8.56 (dd, 1H, J=2.7, 9.01 Hz), 9.20 (d, 1H, J=2.6 Hz).